From a dataset of the Open Reaction Database (ORD), a public repository of structured organic reaction records. describe an organic reaction: reactants, conditions, products, and yield Reactants: C1CCC2=NCCCN2CC1 (DBU), Cl (HCl), C(#N)CC=1C=CC(=C(C1)S(=O)(=O)N)OC (5-Cyanomethyl-2-methoxybenzenesulfonamide), COC1=NC(=NC(=C1)OC)NC(OC1=CC=CC=C1)=O (4,6-dimethoxy-2-pyrimidinylcarbamic acid, phenyl ester). Run in C(C)#N (acetonitrile), O (water). Run at time 8 hour. Product: C(#N)CC=1C=CC(=C(C1)S(=O)(=O)NC(=O)NC1=NC(=CC(=N1)OC)OC)OC (5-(Cyanomethyl)-N-((4,6-dimethoxy-pyrimidin-2-yl)aminocarbonyl)-2-methoxybenzenesulfonamide). Yield: 81.5%. RXN SMILES: [C:1]([CH2:3][C:4]1[CH:5]=[CH:6][C:7]([O:14][CH3:15])=[C:8]([S:10]([NH2:13])(=[O:12])=[O:11])[CH:9]=1)#[N:2].[CH3:16][O:17][C:18]1[CH:23]=[C:22]([O:24][CH3:25])[N:21]=[C:20]([NH:26][C:27](=O)[O:28]C2C=CC=CC=2)[N:19]=1.C1CCN2C(=NCCC2)CC1.Cl>C(#N)C.O>[C:1]([CH2:3][C:4]1[CH:5]=[CH:6][C:7]([O:14][CH3:15])=[C:8]([S:10]([NH:13][C:27]([NH:26][C:20]2[N:19]=[C:18]([O:17][CH3:16])[CH:23]=[C:22]([O:24][CH3:25])[N:21]=2)=[O:28])(=[O:12])=[O:11])[CH:9]=1)#[N:2]. Procedure: To a suspension of 0.3 g of the compound from Example 3 and 0.37 g 4,6-dimethoxy-2-pyrimidinylcarbamic acid, phenyl ester in 15 ml of dry acetonitrile was added 0.198 ml DBU. After being stirred overnight the clear solution was diluted with 50 ml of water, acidified with 1N HCl and the precipitate was filtered off. The residue was washed with water and triturated with ether to give 0.44 g solid, m.p. 168°-171° C. (dec.); Isolated yield 37.9%. Reaction conditions: temperature 80 celsius, time 48 hour. Product: COC(C(CC1=CC=C(C=C1)O)NC1=C(C=CC=C1)C(C1=CC=C(C=C1)C)=O)=O (2-[(2-(4-methylbenzoyl)phenyl)amino]-3-(4-hydroxyphenyl)-propionic acid methyl ester). Reaction SMILES: [CH3:1][C:2]1[CH:16]=[CH:15][C:5]([C:6]([CH:8]2[CH2:13][CH2:12][CH2:11][CH2:10][C:9]2=O)=[O:7])=[CH:4][CH:3]=1.[CH3:17][O:18][C:19](=[O:30])[C@H:20]([CH2:22][C:23]1[CH:28]=[CH:27][C:26]([OH:29])=[CH:25][CH:24]=1)[NH2:21].O.CO>C1(OC)C=CC=CC=1.[Pd]>[CH3:17][O:18][C:19](=[O:30])[CH:20]([NH:21][C:9]1[CH:10]=[CH:11][CH:12]=[CH:13][C:8]=1[C:6](=[O:7])[C:5]1[CH:15]=[CH:16][C:2]([CH3:1])=[CH:3][CH:4]=1)[CH2:22][C:23]1[CH:28]=[CH:27][C:26]([OH:29])=[CH:25][CH:24]=1. Run in C1(=CC=CC=C1)OC (anisole). Reagents/catalysts: [Pd] (palladium on carbon). Procedure: To a mixture of 2-(4-methylbenzoyl)cyclohexanone (97.2 g, 0.45 mol), L-tyrosine methyl ester (78.0 g, 0.40 mol) in anisole (1000 ml) is added 5% palladium on carbon (20 g), then the mixture is heated to reflux for 2 h while the resulting water is removed by a Dean-Stark apparatus. The mixture is cooled to 80° C., and the Pd/C is filtered and washed with anisole (3×60 ml). The mixture is cooled to 40° C., hexane (1000 ml) is added and the mixture kept at −20° C. for 48 h. The solid is filtered an... Starting materials: CC1=CC=C(C(=O)C2C(CCCC2)=O)C=C1 (2-(4-methylbenzoyl)cyclohexanone), COC([C@@H](N)CC1=CC=C(C=C1)O)=O (L-tyrosine methyl ester), O (water), crude product, CO (methanol).